Dataset: the Open Reaction Database (ORD), a public repository of structured organic reaction records. Task: describe an organic reaction: reactants, conditions, products, and yield The reactants are ClCCCC(C1=CC=C(C=C1)F)C1=CC=C(C=C1)F (1-chloro-4,4-bis(4-fluorophenyl)-butane), IC1=CC2=C(N(C(N2)=O)C2CCNCC2)C=C1 (1,3-dihydro-5-iodo-1-(4-piperidinyl)-2H-benzimidazol-2-one), C([O-])([O-])=O.[Na+].[Na+] (sodium carbonate), [I-].[K+] (potassium iodide). Run in O (water), O (water), CC(CC(C)=O)C (4-methyl-2-pentanone). The product is FC1=CC=C(C=C1)C(CCCN1CCC(CC1)N1C(NC2=C1C=CC(=C2)I)=O)C2=CC=C(C=C2)F (1-{1-[4,4-bis(4-fluorophenyl)-butyl]-4-piperidinyl}-1,3-dihydro-5 -iodo-2H-benzimidazol-2-one). Reaction SMILES: Cl[CH2:2][CH2:3][CH2:4][CH:5]([C:13]1[CH:18]=[CH:17][C:16]([F:19])=[CH:15][CH:14]=1)[C:6]1[CH:11]=[CH:10][C:9]([F:12])=[CH:8][CH:7]=1.[I:20][C:21]1[CH:36]=[CH:35][C:24]2[N:25]([CH:29]3[CH2:34][CH2:33][NH:32][CH2:31][CH2:30]3)[C:26](=[O:28])[NH:27][C:23]=2[CH:22]=1.C(=O)([O-])[O-].[Na+].[Na+].[I-].[K+]>O.CC(C)CC(=O)C>[F:12][C:9]1[CH:10]=[CH:11][C:6]([CH:5]([C:13]2[CH:18]=[CH:17][C:16]([F:19])=[CH:15][CH:14]=2)[CH2:4][CH2:3][CH2:2][N:32]2[CH2:31][CH2:30][CH:29]([N:25]3[C:24]4[CH:35]=[CH:36][C:21]([I:20])=[CH:22][C:23]=4[NH:27][C:26]3=[O:28])[CH2:34][CH2:33]2)=[CH:7][CH:8]=1 |f:2.3.4,5.6|. Procedure details: A mixture of 7 parts of 1-chloro-4,4-bis(4-fluorophenyl)-butane, 6.84 parts of 1,3-dihydro-5-iodo-1-(4-piperidinyl)-2H-benzimidazol-2-one, 6.4 parts of sodium carbonate, 0.2 parts of potassium iodide and 200 parts of 4-methyl-2-pentanone is stirred and refluxed for 24 hours with water-separator. After cooling, water is added and the layers are separated. The organic phase is dried, filtered and evaporated. The residue is purified by column-chromatography over silicagel, using a mixture of trichl... Reactants: CC1(C)CC(=O)OC1=O, ClCCl, O=C(Nc1ccc(N2CCNCC2)nc1)c1cc2c(Cl)cccc2s1. The product is CC(C)(CC(=O)N1CCN(c2ccc(NC(=O)c3cc4c(Cl)cccc4s3)cn2)CC1)C(=O)O. RXN SMILES: [CH3:26][C:27]1([CH3:34])[C:28](=[O:29])[O:30][C:31](=[O:33])[CH2:32]1.[Cl:35][CH2:36][Cl:37].[N:1]1([c:7]2[cH:8][cH:9][c:10]([NH:13][C:14](=[O:15])[c:16]3[cH:17][c:18]4[c:19]([s:20]3)[cH:21][cH:22][cH:23][c:24]4[Cl:25])[cH:11][n:12]2)[CH2:2][CH2:3][NH:4][CH2:5][CH2:6]1>>[N:1]1([c:7]2[cH:8][cH:9][c:10]([NH:13][C:14](=[O:15])[c:16]3[cH:17][c:18]4[c:19]([s:20]3)[cH:21][cH:22][cH:23][c:24]4[Cl:25])[cH:11][n:12]2)[CH2:2][CH2:3][N:4]([C:31]([CH2:32][C:27]([CH3:26])([C:28](=[O:29])[OH:30])[CH3:34])=[O:33])[CH2:5][CH2:6]1. The reactants are CCCCCC(Br)C(=O)OCC, CC(=O)COC(C)=O, Cc1ccccc1, I, [Zn]. The product is CCCCCC1C(=O)OCC1(C)OC(C)=O. RXN SMILES: [Br:2][CH:3]([C:4](=[O:5])[O:6][CH2:7][CH3:8])[CH2:9][CH2:10][CH2:11][CH2:12][CH3:13].[C:14]([CH3:15])(=[O:16])[O:17][CH2:18][C:19](=[O:20])[CH3:21].[CH3:22][c:23]1[cH:24][cH:25][cH:26][cH:27][cH:28]1.[I:1].[Zn:29]>>[CH:3]1([CH2:9][CH2:10][CH2:11][CH2:12][CH3:13])[C:4](=[O:5])[O:6][CH2:7][C:8]1([O:17][C:14]([CH3:15])=[O:16])[CH3:22]. As a reaction SMILES: [O:1]=[C:2]1[CH2:10][C:9]2[C:4](=[CH:5][C:6]([NH:11][C:12](=[O:14])[CH3:13])=[CH:7][CH:8]=2)[NH:3]1.[O:15]=[C:16]1[C:21]2=[CH:22][NH:23][C:24]([CH:25]=O)=[C:20]2[CH2:19][CH2:18][O:17]1>>[O:1]=[C:2]1[C:10](=[CH:25][C:24]2[NH:23][CH:22]=[C:21]3[C:16](=[O:15])[O:17][CH2:18][CH2:19][C:20]=23)[C:9]2[C:4](=[CH:5][C:6]([NH:11][C:12](=[O:14])[CH3:13])=[CH:7][CH:8]=2)[NH:3]1. Reported procedure: N-(2-Oxo-2,3-dihydro-1H-indol-6-yl)-acetamide was condensed with 4-oxo-2,4,6,7-tetrahydro-pyrano[3,4-c]pyrrole-1-carbaldehyde to give the title compound. The reactants are O=C1NC2=CC(=CC=C2C1)NC(C)=O (N-(2-Oxo-2,3-dihydro-1H-indol-6-yl)-acetamide), O=C1OCCC=2C1=CNC2C=O (4-oxo-2,4,6,7-tetrahydro-pyrano[3,4-c]pyrrole-1-carbaldehyde). Product: O=C1NC2=CC(=CC=C2C1=CC1=C2C(=CN1)C(OCC2)=O)NC(C)=O (N-[2-Oxo-3-(4-oxo-2,4,6,7-tetrahydro-pyrano[3,4-c]pyrrol-1-ylmethylene)-2,3-dihydro-1H-indol-6-yl]-acetamide). The reactants are CC(C)(C)c1cc(C=O)cc(C(C)(C)C)c1O, COc1ccc(N)cc1, CO. Product: COc1ccc(N=Cc2cc(C(C)(C)C)c(O)c(C(C)(C)C)c2)cc1. RXN SMILES: [C:1]([CH3:2])([CH3:3])([CH3:4])[c:5]1[cH:6][c:7]([CH:8]=[O:9])[cH:10][c:11]([C:14]([CH3:15])([CH3:16])[CH3:17])[c:12]1[OH:13].[CH3:18][O:19][c:20]1[cH:21][cH:22][c:23]([NH2:26])[cH:24][cH:25]1.[CH3:27][OH:28]>>[C:1]([CH3:2])([CH3:3])([CH3:4])[c:5]1[cH:6][c:7]([CH:8]=[N:26][c:23]2[cH:22][cH:21][c:20]([O:19][CH3:18])[cH:25][cH:24]2)[cH:10][c:11]([C:14]([CH3:15])([CH3:16])[CH3:17])[c:12]1[OH:13]. Product: NC(=O)c1sc(-n2cnc3ccc(O)cc32)nc1-c1cccc(Cl)c1. As a reaction SMILES: [B:39]([F:40])([F:41])[F:42].[CH2:1]([c:2]1[cH:3][cH:4][cH:5][cH:6][cH:7]1)[O:8][c:9]1[cH:10][cH:11][c:12]2[c:13]([n:14](-[c:17]3[s:18][c:19]([C:29](=[O:30])[NH2:31])[c:20](-[c:22]4[cH:23][c:24]([Cl:28])[cH:25][cH:26][cH:27]4)[n:21]3)[cH:15][n:16]2)[cH:32]1.[CH3:36][S:37][CH3:38].[Cl:33][CH2:34][Cl:35].[OH2:43]>>[OH:8][c:9]1[cH:10][cH:11][c:12]2[c:13]([n:14](-[c:17]3[s:18][c:19]([C:29](=[O:30])[NH2:31])[c:20](-[c:22]4[cH:23][c:24]([Cl:28])[cH:25][cH:26][cH:27]4)[n:21]3)[cH:15][n:16]2)[cH:32]1. Starting materials: FB(F)F, NC(=O)c1sc(-n2cnc3ccc(OCc4ccccc4)cc32)nc1-c1cccc(Cl)c1, CSC, ClCCl, O. Starting materials: C1(CC1)C=1C(=CC(=C(C(=O)O)C1)F)OCC1(CCCCC1)C(F)(F)F (5-cyclopropyl-2-fluoro-4-((1-(trifluoromethyl)-cyclohexyl)methoxy)benzoic acid), N1(CCC1)S(=O)(=O)N (azetidine-1-sulfonamide), C1(CCCCC1)COC1=CC(=C(C(=O)O)C=C1C1CC1)F (4-(cyclohexylmethoxy)-5-cyclopropyl-2-fluorobenzoic acid), CS(=O)(=O)N (methanesulfonamide). Product: N1(CCC1)S(=O)(=O)NC(C1=C(C=C(C(=C1)C1CC1)OCC1CCCCC1)F)=O (N-(azetidin-1-ylsulfonyl)-4-(cyclohexylmethoxy)-5-cyclopropyl-2-fluorobenzamide). As a reaction SMILES: C1(C2C(OCC3(C(F)(F)F)CCCCC3)=CC(F)=C(C=2)C(O)=O)CC1.[CH:26]1([CH2:32][O:33][C:34]2[C:42]([CH:43]3[CH2:45][CH2:44]3)=[CH:41][C:37]([C:38]([OH:40])=O)=[C:36]([F:46])[CH:35]=2)[CH2:31][CH2:30][CH2:29][CH2:28][CH2:27]1.CS(N)(=O)=O.[N:52]1([S:56]([NH2:59])(=[O:58])=[O:57])[CH2:55][CH2:54][CH2:53]1>>[N:52]1([S:56]([NH:59][C:38](=[O:40])[C:37]2[CH:41]=[C:42]([CH:43]3[CH2:45][CH2:44]3)[C:34]([O:33][CH2:32][CH:26]3[CH2:27][CH2:28][CH2:29][CH2:30][CH2:31]3)=[CH:35][C:36]=2[F:46])(=[O:58])=[O:57])[CH2:55][CH2:54][CH2:53]1. Procedure details: Following the procedure as described in preparation of Example 158 step 5, and making variations as required to replace 5-cyclopropyl-2-fluoro-4-((1-(trifluoromethyl)-cyclohexyl)methoxy)benzoic acid with 4-(cyclohexylmethoxy)-5-cyclopropyl-2-fluorobenzoic acid and to replace methanesulfonamide with azetidine-1-sulfonamide, the title compound was obtained (0.13 g, 47%) as a colorless solid: 1H NMR (300 MHz, CDCl3) δ 8.71-8.61 (m, 1H), 7.62-7.55 (m, 1H), 6.62-6.51 (m, 1H), 4.30-4.18 (m, 4H), 3.86-...